Dataset: the Open Reaction Database (ORD), a public repository of structured organic reaction records. Task: describe an organic reaction: reactants, conditions, products, and yield The reactants are C(C)(=O)OC1=C(C(=O)[O-])C=CC=C1 (o-acetoxybenzoate), C(C)[Al](CC)CC (triethyl aluminum), O (water). Solvent: O1CCCC1 (tetrahydrofuran), O1CCCC1 (tetrahydrofuran). The product is C(C)(=O)OC1=C(C(=O)[O-])C=CC=C1.C(C)(=O)OC1=C(C(=O)[O-])C=CC=C1.C(C)(=O)OC1=C(C(=O)[O-])C=CC=C1.[Al+3] (aluminum tris-(o-acetoxybenzoate)). Yield: 88.2%. As a reaction SMILES: C([Al:3](CC)CC)C.[C:8]([O:11][C:12]1[CH:20]=[CH:19][CH:18]=[CH:17][C:13]=1[C:14]([O-:16])=[O:15])(=[O:10])[CH3:9].O>O1CCCC1>[C:8]([O:11][C:12]1[CH:20]=[CH:19][CH:18]=[CH:17][C:13]=1[C:14]([O-:16])=[O:15])(=[O:10])[CH3:9].[C:8]([O:11][C:12]1[CH:20]=[CH:19][CH:18]=[CH:17][C:13]=1[C:14]([O-:16])=[O:15])(=[O:10])[CH3:9].[C:8]([O:11][C:12]1[CH:20]=[CH:19][CH:18]=[CH:17][C:13]=1[C:14]([O-:16])=[O:15])(=[O:10])[CH3:9].[Al+3:3] |f:4.5.6.7|. Procedure: 3.8 g of triethyl aluminum were dissolved in 70 ml of tetrahydrofuran. Under ice cooling, a solution of 10.8 g of o-acetoxybenzoate dissolved in 200 ml of tetrahydrofuran was added dropwise little by little to the above solution in nitrogen gas current. After completion of the dropwise addition, the temperature of the mixture was returned to room temperature, and it was thrown into a great quantity of water. The precipitated crude crystals were recovered by filtration and dried under reduced pre... Reactants: C(C1=CC=CC=C1)N(C1=CC(=C(C(=C1)Cl)C=O)Cl)C (N-benzyl-3,5-dichloro-4-formyl-N-methylaniline), C(Cl)(Cl)Cl (chloroform). The reagents and catalysts are [OH-].[Pd+2].[OH-] (palladium hydroxide). Solvent: C(C)(=O)OCC (ethyl acetate). Product: ClC=1C=C(NC)C=C(C1C=O)Cl (3,5-dichloro-4-formyl-N-methylaniline). Yield: 82.6%. RXN SMILES: [CH2:1]([N:8](C)[C:9]1[CH:14]=[C:13]([Cl:15])[C:12]([CH:16]=[O:17])=[C:11]([Cl:18])[CH:10]=1)C1C=CC=CC=1.C(Cl)(Cl)Cl>C(OCC)(=O)C.[OH-].[Pd+2].[OH-]>[Cl:15][C:13]1[CH:14]=[C:9]([CH:10]=[C:11]([Cl:18])[C:12]=1[CH:16]=[O:17])[NH:8][CH3:1] |f:3.4.5|. Procedure details: To a solution of N-benzyl-3,5-dichloro-4-formyl-N-methylaniline (820 mg) in ethyl acetate (10 ml) was added palladium hydroxide (80 mg) under nitrogen atmosphere. This mixture was stirred under hydrogen atmosphere under atmospheric pressure at ambient temperature for one and half an hour. The precipitate was dissolved into chloroform and filtered through celite and the filtrate was concentrated in vacuo. The residual solid was suspended in diisopropyl ether and warmed at 90° C. After being stirr...